From a dataset of the Open Reaction Database (ORD), a public repository of structured organic reaction records. describe an organic reaction: reactants, conditions, products, and yield Reactants: C(C)NC1=NC(=CC(=N1)C1=NC(=NO1)C1=CC(=C(OCC(CO)O)C(=C1)C)C)C (rac-3-{4-[5-(2-ethylamino-6-methyl-pyrimidin-4-yl)-[1,2,4]oxadiazol-3-yl]-2,6-dimethyl-phenoxy}-propane-1,2-diol), C(C)CNC1=NC(=CC(=N1)C(=O)O)C (2-(ethyl-methyl)amino-6-methyl-pyrimidine-4-carboxylic acid). The product is C(C)N(C1=NC(=CC(=N1)C1=NC(=NO1)C1=CC(=C(OCC(CO)O)C(=C1)C)C)C)C (rac-3-{4-[5-(2-(Ethyl-methylamino)-6-methyl-pyrimidin-4-yl)-[1,2,4]oxadiazol-3-yl]-2,6-dimethyl-phenoxy}-propane-1,2-diol). As a reaction SMILES: [CH2:1]([NH:3][C:4]1[N:9]=[C:8]([C:10]2[O:14][N:13]=[C:12]([C:15]3[CH:26]=[C:25]([CH3:27])[C:18]([O:19][CH2:20][CH:21]([OH:24])[CH2:22][OH:23])=[C:17]([CH3:28])[CH:16]=3)[N:11]=2)[CH:7]=[C:6]([CH3:29])[N:5]=1)[CH3:2].[CH2:30](CNC1N=C(C(O)=O)C=C(C)N=1)C>>[CH2:1]([N:3]([CH3:30])[C:4]1[N:9]=[C:8]([C:10]2[O:14][N:13]=[C:12]([C:15]3[CH:26]=[C:25]([CH3:27])[C:18]([O:19][CH2:20][CH:21]([OH:24])[CH2:22][OH:23])=[C:17]([CH3:28])[CH:16]=3)[N:11]=2)[CH:7]=[C:6]([CH3:29])[N:5]=1)[CH3:2]. Reported procedure: rac-3-{4-[5-(2-(Ethyl-methylamino)-6-methyl-pyrimidin-4-yl)-[1,2,4]oxadiazol-3-yl]-2,6-dimethyl-phenoxy}-propane-1,2-diol is prepared in analogy to rac-3-{4-[5-(2-ethylamino-6-methyl-pyrimidin-4-yl)-[1,2,4]oxadiazol-3-yl]-2,6-dimethyl-phenoxy}-propane-1,2-diol using 2-(ethyl-methyl)amino-6-methyl-pyrimidine-4-carboxylic acid; LC-MS: tR=0.96 min*; [M+H]+=414.10. Reactants: CCNCCNC(=O)C1=CC=C(C=C1)NC(=O)C (desethyl-N-acetyl procainamide), [I-].[Na+] (sodium iodide), ClCC(=O)Cl (chloroacetyl chloride), [OH-].[NH4+] (ammonium hydroxide). Solvent: CC(=O)C (acetone), CO (methanol), CC(=O)C (acetone), CO (methanol). Yields the product C(C)(=O)NC1=CC=C(C(=O)NCCN(C(CN)=O)CC)C=C1 (N-p-acetamidobenzoyl-N'-ethyl-N'-aminoacetylethylene diamine). RXN SMILES: [CH3:1][CH2:2][NH:3][CH2:4][CH2:5][NH:6][C:7]([C:9]1[CH:14]=[CH:13][C:12]([NH:15][C:16]([CH3:18])=[O:17])=[CH:11][CH:10]=1)=[O:8].Cl[CH2:20][C:21](Cl)=O.[I-].[Na+].[OH-:26].[NH4+:27]>CC(C)=O.CO>[C:16]([NH:15][C:12]1[CH:11]=[CH:10][C:9]([C:7]([NH:6][CH2:5][CH2:4][N:3]([CH2:20][CH3:21])[C:2](=[O:26])[CH2:1][NH2:27])=[O:8])=[CH:14][CH:13]=1)(=[O:17])[CH3:18] |f:2.3,4.5|. Reported procedure: A mixture containing desethyl-N-acetyl procainamide (1.25 g) (prepared as in Example VII and 0.8 g of chloroacetyl chloride dissolved in 25 ml of acetone was refluxed for two hours. The reaction mixture was filtered and the filtrate evaporated to yield a yellow residue. The yellow residue and 0.75 g of sodium iodide were dissolved in 20 ml of acetone and refluxed for one hour. The resulting mixture was filtered and the filtrate evaporated to dryness to yield a red residue which was then dissolve... The reactants are Cl (hydrochloric acid), OC1=C(C(N(C(=C1)C)CC(=O)O)=O)[N+](=O)[O-] (4-hydroxy-6-methyl-3-nitro-2-oxo-1,2-dihydropyridine-1-acetic acid), CO (methanol). Yields the product OC1=C(C(N(C(=C1)C)CC(=O)OC)=O)[N+](=O)[O-] (Methyl 4-hydroxy-6-methyl-3-nitro-2-oxo-1,2-dihydropyridine-1-acetate). Yield: 85.0%. As a reaction SMILES: Cl.[OH:2][C:3]1[CH:8]=[C:7]([CH3:9])[N:6]([CH2:10][C:11]([OH:13])=[O:12])[C:5](=[O:14])[C:4]=1[N+:15]([O-:17])=[O:16].[CH3:18]O>>[OH:2][C:3]1[CH:8]=[C:7]([CH3:9])[N:6]([CH2:10][C:11]([O:13][CH3:18])=[O:12])[C:5](=[O:14])[C:4]=1[N+:15]([O-:17])=[O:16]. Procedure details: 250 ml of methanol are saturated with a gaseous hydrochloric acid stream and 25 g (0.11 mol) of 4-hydroxy-6-methyl-3-nitro-2-oxo-1,2-dihydropyridine-1-acetic acid are introduced in portions. The mixture is heated at reflux temperature for 4 hours and then the precipitate is filtered and it is dried in an oven. 23 g of product are obtained in the form of yellow crystals. Reactants: FC(F)(Br)C(F)(F)Sc1c(Cl)cccc1Cl, O, O=[N+]([O-])O, O=S(=O)(O)O. Product: O=[N+]([O-])c1cc(Cl)c(SC(F)(F)C(F)(F)Br)c(Cl)c1. As a reaction SMILES: [Br:1][C:2]([C:3]([F:4])([F:5])[S:6][c:7]1[c:8]([Cl:14])[cH:9][cH:10][cH:11][c:12]1[Cl:13])([F:15])[F:16].[OH2:26].[OH:22][N+:23]([O-:24])=[O:25].[S:17](=[O:18])(=[O:19])([OH:20])[OH:21]>>[Br:1][C:2]([C:3]([F:4])([F:5])[S:6][c:7]1[c:8]([Cl:14])[cH:9][c:10]([N+:23](=[O:22])[O-:24])[cH:11][c:12]1[Cl:13])([F:15])[F:16]. Reactants: C(CCCCCC(C)(C)C)(=O)Cl (neodecanoyl chloride), aqueous solution, [OH-].[K+] (potassium hydroxide), C1(=CC=CC=C1)C1(CCCCC1)OO (1-phenylcyclohexyl hydroperoxide), C1=CC=CC=C1 (benzene). Solvent: O (water). Conditions: temperature 10 celsius, time 2 hour. Yields the product C(CCCCCC(C)(C)C)(=O)OOOC1(CCCCC1)C1=CC=CC=C1 (1-phenylcyclohexylperoxy neodecanoate). As a reaction SMILES: [OH-:1].[K+].[C:3]1([C:9]2([O:15][OH:16])[CH2:14][CH2:13][CH2:12][CH2:11][CH2:10]2)[CH:8]=[CH:7][CH:6]=[CH:5][CH:4]=1.C1C=CC=CC=1.[C:23](Cl)(=[O:33])[CH2:24][CH2:25][CH2:26][CH2:27][CH2:28][C:29]([CH3:32])([CH3:31])[CH3:30]>O>[C:23]([O:33][O:16][O:15][C:9]1([C:3]2[CH:8]=[CH:7][CH:6]=[CH:5][CH:4]=2)[CH2:14][CH2:13][CH2:12][CH2:11][CH2:10]1)(=[O:1])[CH2:24][CH2:25][CH2:26][CH2:27][CH2:28][C:29]([CH3:32])([CH3:31])[CH3:30] |f:0.1|. Procedure details: In a four-necked flask of 200 ml provided with a stirrer was charged 33.7 g of an aqueous solution of 30% potassium hydroxide, to which was added a mixture of 22.1 g of 95% 1-phenylcyclohexyl hydroperoxide and 30 g of benzene while the liquid temperature was maintained at 10° C. with stirring. Furthermore, 19.1 g of neodecanoyl chloride was added dropwise over 7 minutes while the liquid temperature was maintained at 15° C. with stirring. After the liquid temperature was raised to 25° C. and the ...